This data is from the Open Reaction Database (ORD), a public repository of structured organic reaction records. The task is: describe an organic reaction: reactants, conditions, products, and yield The reactants are COC1=NC2=CC=CC=C2N=C1NC(OC1=CC=CC=C1)=S (Phenyl N-(2-methoxyquinoxalin-3-yl)thiocarbamate), BrC=1C=C(C=CC1)N1CCNCC1 (1-(3-bromophenyl)piperazine). Product: COC1=NC2=CC=CC=C2N=C1NC(=S)N1CCN(CC1)C1=CC(=CC=C1)Br (1-[(2-Methoxyquinoxalin-3-yl)aminothiocarbonyl]-4-(3-bro-mophenyl)piperazine). Isolated yield 57.5%. RXN SMILES: [CH3:1][O:2][C:3]1[C:12]([NH:13][C:14](=[S:22])OC2C=CC=CC=2)=[N:11][C:10]2[C:5](=[CH:6][CH:7]=[CH:8][CH:9]=2)[N:4]=1.[Br:23][C:24]1[CH:25]=[C:26]([N:30]2[CH2:35][CH2:34][NH:33][CH2:32][CH2:31]2)[CH:27]=[CH:28][CH:29]=1>>[CH3:1][O:2][C:3]1[C:12]([NH:13][C:14]([N:33]2[CH2:32][CH2:31][N:30]([C:26]3[CH:27]=[CH:28][CH:29]=[C:24]([Br:23])[CH:25]=3)[CH2:35][CH2:34]2)=[S:22])=[N:11][C:10]2[C:5](=[CH:6][CH:7]=[CH:8][CH:9]=2)[N:4]=1. Procedure: Phenyl N-(2-methoxyquinoxalin-3-yl)thiocarbamate and 1-(3-bromophenyl)piperazine were reacted by the same way with the example 63 to obtain the titled compound. Product: [Si](C)(C)(C(C)(C)C)O[C@H]1C[C@@H](C[C@H]1CO[Si](C)(C)C(C)(C)C)OC1=C(C(=NC=C1)N)[N+](=O)[O-] (4-{[(1R,3S,4S)-3-{[tert-butyl(dimethyl)silyl]oxy}-4-({[tert-butyl(dimethyl)silyl]-oxy}methyl)cyclopentyl]oxy}-3-nitropyridin-2-amine). The reactants are [Si](C)(C)(C(C)(C)C)OCC1CCC(C1)O (4-({[tert-butyl(dimethyl)silyl]oxy}methyl)cyclopentanol), [H-].[Na+] (NaH), NC1=NC=CC(=C1[N+](=O)[O-])Cl (2-amino-4-chloro-3-nitropyridine). Reaction SMILES: [Si:1]([O:8][CH2:9][CH:10]1[CH2:14][CH:13]([OH:15])[CH2:12][CH2:11]1)([C:4]([CH3:7])([CH3:6])[CH3:5])([CH3:3])[CH3:2].[H-].[Na+].[NH2:18][C:19]1[C:24]([N+:25]([O-:27])=[O:26])=[C:23](Cl)[CH:22]=[CH:21][N:20]=1>C1COCC1>[Si:1]([O:8][C@@H:11]1[C@H:10]([CH2:9][O:8][Si:1]([C:4]([CH3:7])([CH3:6])[CH3:5])([CH3:3])[CH3:2])[CH2:14][C@@H:13]([O:15][C:23]2[CH:22]=[CH:21][N:20]=[C:19]([NH2:18])[C:24]=2[N+:25]([O-:27])=[O:26])[CH2:12]1)([C:4]([CH3:7])([CH3:6])[CH3:5])([CH3:3])[CH3:2] |f:1.2|. Isolated yield 70.5%. Procedure: To a solution of (1R,3S,4S)-3-f[tert-butyl(dimethyl)silyl]oxy}-4-({[tert-butyl(dimethyl)silyl]oxy}methyl)cyclopentanol (0.782 g, 0.00217 mol) in THF (30.0 mL) was added NaH (0.156 g, 0.00650 mol) and the mixture was stirred for 1 h. To this was added 2-amino-4-chloro-3-nitropyridine (0.376 g, 0.00217 mol) and the mixture was stirred overnight. The solution was concentrated and the residue was purified by flash chromatography (25% EtOAc/hexanes) to afford the title compound (0.381 g, 35%) as a ye... Reaction conditions: time 1 hour. Run in C1CCOC1 (THF). The reactants are NC=1C=CC(=C(C1)[C@]1(N=C(OC[C@]1(C)F)N)C)F ((4R,5R)-4-(5-amino-2-fluoro-phenyl)-5-fluoro-4,5-dimethyl-5,6-dihydro-4H-[1,3]oxazin-2-ylamine), FC=1C=CC(=NC1)C(=O)O (5-fluoro-pyridine-2-carboxylic acid). Product: NC=1OC[C@]([C@@](N1)(C)C=1C=C(C=CC1F)NC(=O)C1=NC=C(C=C1)F)(C)F (5-Fluoro-pyridine-2-carboxylic acid [3-((4R,5R)-2-amino-5-fluoro-4,5-dimethyl-5,6-dihydro-4H-[1,3]oxazin-4-yl)-4-fluoro-phenyl]-amide). As a reaction SMILES: [NH2:1][C:2]1[CH:3]=[CH:4][C:5]([F:18])=[C:6]([C@:8]2([CH3:17])[C@:13]([F:15])([CH3:14])[CH2:12][O:11][C:10]([NH2:16])=[N:9]2)[CH:7]=1.[F:19][C:20]1[CH:21]=[CH:22][C:23]([C:26](O)=[O:27])=[N:24][CH:25]=1>>[NH2:16][C:10]1[O:11][CH2:12][C@@:13]([F:15])([CH3:14])[C@:8]([C:6]2[CH:7]=[C:2]([NH:1][C:26]([C:23]3[CH:22]=[CH:21][C:20]([F:19])=[CH:25][N:24]=3)=[O:27])[CH:3]=[CH:4][C:5]=2[F:18])([CH3:17])[N:9]=1. Procedure: The condensation of (4R,5R)-4-(5-amino-2-fluoro-phenyl)-5-fluoro-4,5-dimethyl-5,6-dihydro-4H-[1,3]oxazin-2-ylamine (A8.3) and 5-fluoro-pyridine-2-carboxylic acid following procedure I yielded the title compound as a colorless solid. MS (ISP): m/z=379.3 [M+H]+. Starting materials: COC=1C=C2C(=C(C(=NC2=CC1OC)C)C(=O)OCC)C1=CC(=C(C=C1)OC)OC (ethyl 6,7-dimethoxy-4-(3,4-dimethoxyphenyl)-2-methylquinoline-3-carboxylate), BrN1C(CCC1=O)=O (N-bromosuccinimide), 2,2-azobis(isobutyronitrile). Run in C(Cl)(Cl)(Cl)Cl (carbon tetrachloride). Yields the product BrCC1=NC2=CC(=C(C=C2C(=C1C(=O)OCC)C1=CC(=C(C=C1)OC)OC)OC)OC (ethyl 2-bromomethyl-6,7-dimethoxy-4-(3,4-dimethoxyphenyl)quinoline-3-carboxylate). The yield is 58.2%. Reaction SMILES: [CH3:1][O:2][C:3]1[CH:4]=[C:5]2[C:10](=[CH:11][C:12]=1[O:13][CH3:14])[N:9]=[C:8]([CH3:15])[C:7]([C:16]([O:18][CH2:19][CH3:20])=[O:17])=[C:6]2[C:21]1[CH:26]=[CH:25][C:24]([O:27][CH3:28])=[C:23]([O:29][CH3:30])[CH:22]=1.[Br:31]N1C(=O)CCC1=O>C(Cl)(Cl)(Cl)Cl>[Br:31][CH2:15][C:8]1[C:7]([C:16]([O:18][CH2:19][CH3:20])=[O:17])=[C:6]([C:21]2[CH:26]=[CH:25][C:24]([O:27][CH3:28])=[C:23]([O:29][CH3:30])[CH:22]=2)[C:5]2[C:10](=[CH:11][C:12]([O:13][CH3:14])=[C:3]([O:2][CH3:1])[CH:4]=2)[N:9]=1. Reported procedure: A mixture of ethyl 6,7-dimethoxy-4-(3,4-dimethoxyphenyl)-2-methylquinoline-3-carboxylate (411 mg), N-bromosuccinimide (214 mg), 2,2-azobis(isobutyronitrile)(10 mg) and carbon tetrachloride (10 ml) was stirred under reflux for 5 hours. The reaction mixture was washed with water, dried over magnesium sulfate. The solvent was evaporated under reduced pressure, and the residue was subjected to column chromatography on silica gel. The fractions eluted with chloroform/ethyl acetate (10/1, v/v) gave et... The reactants are CC(C)(C)OC(C)(C)C, Cc1ccccc1, CC#N, C[Si](C)(C)Cl, NC=O, CC=O, Cc1ccc(S(=O)(=O)O)cc1. The product is Cc1ccc(S(=O)(=O)C(C)NC=O)cc1. RXN SMILES: [C:23]([O:24][C:25]([CH3:26])([CH3:27])[CH3:28])([CH3:29])([CH3:30])[CH3:31].[CH3:32][c:33]1[cH:34][cH:35][cH:36][cH:37][cH:38]1.[CH3:39][C:40]#[N:41].[CH3:7][Si:8]([Cl:9])([CH3:10])[CH3:11].[CH:1](=[O:2])[NH2:3].[CH:4]([CH3:5])=[O:6].[c:12]1([CH3:22])[cH:13][cH:14][c:15]([S:18](=[O:19])(=[O:20])[OH:21])[cH:16][cH:17]1>>[CH:1](=[O:2])[NH:3][CH:4]([CH3:5])[S:18]([c:15]1[cH:14][cH:13][c:12]([CH3:22])[cH:17][cH:16]1)(=[O:19])=[O:20]. The reactants are C(#N)C1=C(OC(CCC(=O)O)C2=C(C=CC(=C2)OCOCC[Si](C)(C)C)C)C=C(C=C1)OCC=1C=NC=CC1 ((RS)-4-[2-cyano-5-(3-pyridylmethoxy)phenoxy]-4-(2-methyl-5-(2-(trimethylsilyl)ethoxymethoxy)phenyl)butanoic acid), Cl (hydrochloric acid). The solvent is O1CCCC1 (tetrahydrofuran). Yields the product C(#N)C1=C(OC(CCC(=O)O)C2=C(C=CC(=C2)O)C)C=C(C=C1)OCC=1C=NC=CC1 ((RS)-4-[2-cyano-5-(3-pyridylmethoxy)phenoxy]-4-(5-hydroxy-2-methylphenyl)butanoic acid). Isolated yield 36.4%. As a reaction SMILES: [C:1]([C:3]1[CH:31]=[CH:30][C:29]([O:32][CH2:33][C:34]2[CH:35]=[N:36][CH:37]=[CH:38][CH:39]=2)=[CH:28][C:4]=1[O:5][CH:6]([C:12]1[CH:17]=[C:16]([O:18]COCC[Si](C)(C)C)[CH:15]=[CH:14][C:13]=1[CH3:27])[CH2:7][CH2:8][C:9]([OH:11])=[O:10])#[N:2].Cl>O1CCCC1>[C:1]([C:3]1[CH:31]=[CH:30][C:29]([O:32][CH2:33][C:34]2[CH:35]=[N:36][CH:37]=[CH:38][CH:39]=2)=[CH:28][C:4]=1[O:5][CH:6]([C:12]1[CH:17]=[C:16]([OH:18])[CH:15]=[CH:14][C:13]=1[CH3:27])[CH2:7][CH2:8][C:9]([OH:11])=[O:10])#[N:2]. Procedure: A solution of (RS)-4-[2-cyano-5-(3-pyridylmethoxy)phenoxy]-4-(2-methyl-5-(2-(trimethylsilyl)ethoxymethoxy)phenyl)butanoic acid (1.8 g) in tetrahydrofuran (150 mL) is treated with 1 N hydrochloric acid (10 mL) and the mixture heated at reflux for 1 hour. The reaction mixture is evaporated and the residue partitioned between ethyl acetate (200 mL) and water (100 mL). The organic phase is washed with water (100 mL), brine (100 mL), dried over magnesium sulphate and evaporated. The residual brown gu... Reactants: CC([O-])=S, CS(=O)(=O)OC1CN(c2nc(C(=O)N3CCOCC3)co2)C1, CN(C)C=O, [K+]. Yields the product CC(=O)SC1CN(c2nc(C(=O)N3CCOCC3)co2)C1. Reaction SMILES: [C:23]([CH3:24])(=[S:25])[O-:26].[CH3:1][S:2]([O:3][CH:6]1[CH2:7][N:8]([c:10]2[o:11][cH:12][c:13]([C:15](=[O:16])[N:17]3[CH2:18][CH2:19][O:20][CH2:21][CH2:22]3)[n:14]2)[CH2:9]1)(=[O:4])=[O:5].[CH3:28][N:29]([CH3:30])[CH:31]=[O:32].[K+:27]>>[CH:6]1([S:25][C:23]([CH3:24])=[O:26])[CH2:7][N:8]([c:10]2[o:11][cH:12][c:13]([C:15](=[O:16])[N:17]3[CH2:18][CH2:19][O:20][CH2:21][CH2:22]3)[n:14]2)[CH2:9]1. Starting materials: CC(C)(C)OC(=O)NCC1CNCCO1, CCSC1=NC(=O)C(=Cc2ccc3c(cnn3Cc3ccc(C(F)(F)F)cc3C(F)(F)F)c2)S1. The product is CC(C)(C)OC(=O)NCC1CN(C2=NC(=O)C(=Cc3ccc4c(cnn4Cc4ccc(C(F)(F)F)cc4C(F)(F)F)c3)S2)CCO1. As a reaction SMILES: [C:35]([CH3:36])([CH3:37])([CH3:38])[O:39][C:40]([NH:41][CH2:42][CH:43]1[O:44][CH2:45][CH2:46][NH:47][CH2:48]1)=[O:49].[F:1][C:2]([c:3]1[c:4]([CH2:5][n:6]2[n:7][cH:8][c:9]3[cH:10][c:11]([CH:15]=[C:16]4[C:17](=[O:24])[N:18]=[C:19]([S:21][CH2:22][CH3:23])[S:20]4)[cH:12][cH:13][c:14]23)[cH:25][cH:26][c:27]([C:29]([F:30])([F:31])[F:32])[cH:28]1)([F:33])[F:34]>>[F:1][C:2]([c:3]1[c:4]([CH2:5][n:6]2[n:7][cH:8][c:9]3[cH:10][c:11]([CH:15]=[C:16]4[C:17](=[O:24])[N:18]=[C:19]([N:47]5[CH2:46][CH2:45][O:44][CH:43]([CH2:42][NH:41][C:40]([O:39][C:35]([CH3:36])([CH3:37])[CH3:38])=[O:49])[CH2:48]5)[S:20]4)[cH:12][cH:13][c:14]23)[cH:25][cH:26][c:27]([C:29]([F:30])([F:31])[F:32])[cH:28]1)([F:33])[F:34].